From a dataset of the Open Reaction Database (ORD), a public repository of structured organic reaction records. describe an organic reaction: reactants, conditions, products, and yield Starting materials: FC1=CC(=NC=C1)C(=O)OC (methyl 4-fluoropicolinate), [H-].[Al+3].[Li+].[H-].[H-].[H-] (lithium aluminum hydride), O (water). The solvent is O1CCCC1 (tetrahydrofuran). Run at temperature -78 celsius, time 2 hour. Product: FC1=CC(=NC=C1)CO ((4-fluoropyridin-2-yl)methanol). Reaction SMILES: [F:1][C:2]1[CH:7]=[CH:6][N:5]=[C:4]([C:8](OC)=[O:9])[CH:3]=1.[H-].[Al+3].[Li+].[H-].[H-].[H-].O>O1CCCC1>[F:1][C:2]1[CH:7]=[CH:6][N:5]=[C:4]([CH2:8][OH:9])[CH:3]=1 |f:1.2.3.4.5.6|. Procedure: To a solution of methyl 4-fluoropicolinate (0.50 g, 3.20 mmol) in tetrahydrofuran (20 mL) at −78° C. was added slowly lithium aluminum hydride (0.15 g, 4.00 mmol). The solution was stirred at −78° C. for 2 h and water (1 mL) was added. The reaction mixture was allowed to warm to ambient temperature, dried over magnesium sulfate, filtered and concentrated in vacuo to afford (4-fluoropyridin-2-yl)methanol as a pale yellow oil. To a solution of this oil in dichloromethane (10 mL) was added thionyl ...